The task is: describe an organic reaction: reactants, conditions, products, and yield. This data is from the Open Reaction Database (ORD), a public repository of structured organic reaction records. The reactants are COC=1C=C(CN2C(N(C3=CC=C(C=C3C2=O)O)C2CCS(CC2)(=O)=O)=O)C=CC1OC (3-(3,4-dimethoxybenzyl)-1-(1,1-dioxidotetrahydro-2H-thiopyran-4-yl)-6-hydroxyquinazoline-2,4(1H,3H)-dione), BrCC#N (bromoacetonitrile), C(=O)([O-])[O-].[Cs+].[Cs+] (Cs2CO3). The solvent is CN(C)C=O (DMF). Product: COC=1C=C(CN2C(N(C3=CC=C(C=C3C2=O)OCC#N)C2CCS(CC2)(=O)=O)=O)C=CC1OC ({[3-(3,4-dimethoxybenzyl)-1-(1,1-dioxidotetrahydro-2H-thiopyran-4-yl)-2,4-dioxo-1,2,3,4-tetrahydroquinazolin-6-yl]oxy}acetonitrile). Isolated yield 72.1%. RXN SMILES: [CH3:1][O:2][C:3]1[CH:4]=[C:5]([CH:28]=[CH:29][C:30]=1[O:31][CH3:32])[CH2:6][N:7]1[C:16](=[O:17])[C:15]2[C:10](=[CH:11][CH:12]=[C:13]([OH:18])[CH:14]=2)[N:9]([CH:19]2[CH2:24][CH2:23][S:22](=[O:26])(=[O:25])[CH2:21][CH2:20]2)[C:8]1=[O:27].Br[CH2:34][C:35]#[N:36].C([O-])([O-])=O.[Cs+].[Cs+]>CN(C=O)C>[CH3:1][O:2][C:3]1[CH:4]=[C:5]([CH:28]=[CH:29][C:30]=1[O:31][CH3:32])[CH2:6][N:7]1[C:16](=[O:17])[C:15]2[C:10](=[CH:11][CH:12]=[C:13]([O:18][CH2:34][C:35]#[N:36])[CH:14]=2)[N:9]([CH:19]2[CH2:20][CH2:21][S:22](=[O:26])(=[O:25])[CH2:23][CH2:24]2)[C:8]1=[O:27] |f:2.3.4|. Procedure: A mixture of 0.055 g of the compound obtained in Step 18.2, 0.017 g of bromoacetonitrile and 0.078 g of Cs2CO3 in 2 ml of DMF is irradiated in a microwave field for 15 minutes at 100° C. The reaction mixture is evaporated under reduced pressure. The residue is taken up in DCM, washed with water, dried over Na2SO4 and filtered, and the filtrate is evaporated under reduced pressure. The residue is chromatographed on silica gel, eluting with an MeOH/DCM mixture from (0.5/99.5, v/v) to (5/95, v/v), ... Starting materials: COC(=O)C1=CC2=C(S1)C=C(C=C2)CO (6-hydroxymethyl-benzo[b]thiophene-2-carboxylic acid methyl ester), Cl.C(C)OC(=O)C1=CC2=C(S1)C=C(C=C2)CN (6-aminomethyl-benzo[b]thiophene-2-carboxylic acid ethyl ester, hydrochloride salt). Yields the product Cl.COC(=O)C1=CC2=C(S1)C=C(C=C2)CN (6-Aminomethyl-benzo[b]thiophene-2-carboxylic acid methyl ester, hydrochloride salt). Reaction SMILES: COC(C1SC2C=C(CO)C=CC=2C=1)=O.[ClH:16].[CH2:17]([O:19][C:20]([C:22]1[S:26][C:25]2[CH:27]=[C:28]([CH2:31][NH2:32])[CH:29]=[CH:30][C:24]=2[CH:23]=1)=[O:21])C>>[ClH:16].[CH3:17][O:19][C:20]([C:22]1[S:26][C:25]2[CH:27]=[C:28]([CH2:31][NH2:32])[CH:29]=[CH:30][C:24]=2[CH:23]=1)=[O:21] |f:1.2,3.4|. Procedure details: The title compound was prepared from 6-hydroxymethyl-benzo[b]thiophene-2-carboxylic acid methyl ester in procedures similar to those described for the preparation of 6-aminomethyl-benzo[b]thiophene-2-carboxylic acid ethyl ester, hydrochloride salt. 1H NMR (DMSO-d6, 200 MHz) δ 8.70 (brs, 2H), 8.24-8.12 (m, 2H), 8.05 (d, J=8.4 Hz, 1H), 7.63 (dd, J=8.0, 1.0 Hz, 1H), 4.20-4.14 (m, 2H), 3.88 (s, 3H). MS (EI): cal'd 222.0 (MH+), exp 222.1 (MH+).